Dataset: the Open Reaction Database (ORD), a public repository of structured organic reaction records. Task: describe an organic reaction: reactants, conditions, products, and yield The reactants are [OH-].[Na+] (Sodium hydroxide), Cl (hydrogen chloride), FC1=C(C[C@@H]2N(CC[C@H](C2)C(CC(=O)OCC)=O)C(=O)OC)C=CC(=C1)F (Trans-methyl 2-(2,4-difluorobenzyl)-4-(3-ethoxy-3-oxopropanoyl)piperidine-1-carboxylate), NO (hydroxylamine). Solvent: O (water), CO (MeOH). Conditions: temperature -40 celsius, time 20 minute. The product is FC1=C(C[C@@H]2N(CC[C@H](C2)C2=CC(NO2)=O)C(=O)OC)C=CC(=C1)F (trans-methyl 2-(2,4-difluorobenzyl)-4-(3-oxo-2,3-dihydroisoxazol-5-yl)piperidine-1-carboxylate). Yield: 101.4%. As a reaction SMILES: [F:1][C:2]1[CH:26]=[C:25]([F:27])[CH:24]=[CH:23][C:3]=1[CH2:4][C@H:5]1[CH2:10][C@H:9]([C:11](=[O:18])[CH2:12][C:13](OCC)=[O:14])[CH2:8][CH2:7][N:6]1[C:19]([O:21][CH3:22])=[O:20].[OH-].[Na+].[NH2:30]O.Cl>CO.O>[F:1][C:2]1[CH:26]=[C:25]([F:27])[CH:24]=[CH:23][C:3]=1[CH2:4][C@H:5]1[CH2:10][C@H:9]([C:11]2[O:18][NH:30][C:13](=[O:14])[CH:12]=2)[CH2:8][CH2:7][N:6]1[C:19]([O:21][CH3:22])=[O:20] |f:1.2|. Procedure details: Trans-methyl 2-(2,4-difluorobenzyl)-4-(3-ethoxy-3-oxopropanoyl)piperidine-1-carboxylate (1.18 g, 3.08 mmol) (from example 134, step 1) was dissolved in MeOH (15 mL) and cooled to −40° C. Sodium hydroxide (0.123 g, 3.08 mmol) dissolved in water (1.7 mL) was added over 1 min and the resulting solution was stirred at −40° C. for 20 min. Then hydroxylamine (50% by weight in water, 0.2 mL, 3.26 mmol) was added over 1 min and stirring continued at −40° C. for 2 h. The reaction mixture was then transfe... Starting materials: ClCCCSC1=C(C=C(O)C=C1)O (4-(3-chloropropylthio)resorcin), N1CCOCC1 (morpholine). Product: O1CCN(CC1)CCCSC1=C(C=C(O)C=C1)O (4-(3-morpholinopropylthio)resorcin). As a reaction SMILES: Cl[CH2:2][CH2:3][CH2:4][S:5][C:6]1[CH:12]=[CH:11][C:9]([OH:10])=[CH:8][C:7]=1[OH:13].[NH:14]1[CH2:19][CH2:18][O:17][CH2:16][CH2:15]1>>[O:17]1[CH2:18][CH2:19][N:14]([CH2:2][CH2:3][CH2:4][S:5][C:6]2[CH:12]=[CH:11][C:9]([OH:10])=[CH:8][C:7]=2[OH:13])[CH2:15][CH2:16]1. Procedure details: 4 g of 4-(3-chloropropylthio)resorcin and 8 ml of morpholine are heated for two hours at 100° C. The mixture is poured into ice-cold water and extracted with ethyl acetate. The organic phases are washed, dried and concentrated under vacuum. The yellow oil is crystallized from ethyl acetate to lead to white crystals having a melting point of: 99° C. Reactants: COc1cc2nccc(Cl)c2cc1OC, O=C(c1ccc(O)cc1)c1ccc(Cl)cc1. The product is COc1cc2nccc(Oc3ccc(C(=O)c4ccc(Cl)cc4)cc3)c2cc1OC. Reaction SMILES: [Cl:1][c:2]1[cH:3][cH:4][n:5][c:6]2[cH:7][c:8]([O:14][CH3:15])[c:9]([O:12][CH3:13])[cH:10][c:11]12.[OH:16][c:17]1[cH:18][cH:19][c:20]([C:23](=[O:24])[c:25]2[cH:26][cH:27][c:28]([Cl:31])[cH:29][cH:30]2)[cH:21][cH:22]1>>[c:2]1([O:16][c:17]2[cH:18][cH:19][c:20]([C:23](=[O:24])[c:25]3[cH:26][cH:27][c:28]([Cl:31])[cH:29][cH:30]3)[cH:21][cH:22]2)[cH:3][cH:4][n:5][c:6]2[cH:7][c:8]([O:14][CH3:15])[c:9]([O:12][CH3:13])[cH:10][c:11]12. The reactants are OC1Cc2ccccc2C1, CS(=O)(=O)Cl, CN(C)c1ccccn1, CCN(C(C)C)C(C)C, ClCCl. Product: CS(=O)(=O)OC1Cc2ccccc2C1. As a reaction SMILES: [CH2:1]1[CH:2]([OH:10])[CH2:3][c:4]2[cH:5][cH:6][cH:7][cH:8][c:9]21.[CH3:20][S:21]([Cl:22])(=[O:23])=[O:24].[CH3:25][N:26]([c:27]1[cH:28][cH:29][cH:30][cH:31][n:32]1)[CH3:33].[CH:11]([N:12]([CH:13]([CH3:14])[CH3:15])[CH2:16][CH3:17])([CH3:18])[CH3:19].[Cl:34][CH2:35][Cl:36]>>[CH2:1]1[CH:2]([O:10][S:21]([CH3:20])(=[O:23])=[O:24])[CH2:3][c:4]2[cH:5][cH:6][cH:7][cH:8][c:9]21. The reactants are O=C([O-])O, CCOC(=O)C[N+](=O)[O-], CCCC[N+](CCCC)(CCCC)CCCC, CC1CN(C(=O)COc2ccc(Cl)cc2CCl)C(C)CN1Cc1ccc(F)cc1, [I-], [Na+], CN(C)C=O. Yields the product CCOC(=O)C(Cc1cc(Cl)ccc1OCC(=O)N1CC(C)N(Cc2ccc(F)cc2)CC1C)[N+](=O)[O-]. As a reaction SMILES: [C:10](=[O:11])([OH:12])[O-:13].[CH2:1]([CH3:2])[O:3][C:4]([CH2:5][N+:6](=[O:7])[O-:8])=[O:9].[CH2:45]([N+:46]([CH2:47][CH2:48][CH2:49][CH3:50])([CH2:51][CH2:52][CH2:53][CH3:54])[CH2:55][CH2:56][CH2:57][CH3:58])[CH2:59][CH2:60][CH3:61].[Cl:15][c:16]1[cH:17][c:18]([CH2:42][Cl:43])[c:19]([O:20][CH2:21][C:22](=[O:23])[N:24]2[CH:25]([CH3:39])[CH2:26][N:27]([CH2:31][c:32]3[cH:33][cH:34][c:35]([F:38])[cH:36][cH:37]3)[CH:28]([CH3:30])[CH2:29]2)[cH:40][cH:41]1.[I-:44].[Na+:14].[O:62]=[CH:63][N:64]([CH3:65])[CH3:66]>>[CH2:1]([CH3:2])[O:3][C:4]([CH:5]([N+:6](=[O:7])[O-:8])[CH2:42][c:18]1[cH:17][c:16]([Cl:15])[cH:41][cH:40][c:19]1[O:20][CH2:21][C:22](=[O:23])[N:24]1[CH:25]([CH3:39])[CH2:26][N:27]([CH2:31][c:32]2[cH:33][cH:34][c:35]([F:38])[cH:36][cH:37]2)[CH:28]([CH3:30])[CH2:29]1)=[O:9]. The reactants are II, CC1(OC[C@H](O1)CON)C ((S)-O-(2,2-dimethyl-[1,3]dioxolan-4-ylmethyl)-hydroxylamine), FC=1C(=C(C(=O)O)C=CC1F)NC1=C(C=C(C=C1)I)F (3,4-difluoro-2-(2-fluoro-4-iodo-phenylamino)-benzoic acid), Compound C, O[C@@H](CONC(C1=C(C(=C(C=C1)F)F)NC1=C(C=C(C=C1)I)F)=O)CO (N-[(R)-2,3-dihydroxy-propoxy]-3,4-difluoro-2-(2-fluoro-4-iodo-phenylamino)-benzamide), Compound C. Solvent: CO (methanol). Yields the product O[C@H](COC=1C(=C(C(=C(C(=O)N)C1)NC1=C(C=C(C=C1)I)F)F)F)CO ((S)-2,3-Dihydroxy-propoxyl-3,4-difluoro-2-(2-fluoro-4-iodo-phenylamino)-benzamide). Reaction SMILES: CC1(C)[O:6][C@H:5]([CH2:7][O:8]N)[CH2:4][O:3]1.FC1C(NC2C=CC(I)=CC=2F)=C(C=CC=1F)C(O)=O.O[C@H](CO)CO[NH:35][C:36](=[O:54])[C:37]1[CH:42]=[CH:41][C:40]([F:43])=[C:39]([F:44])[C:38]=1[NH:45][C:46]1[CH:51]=[CH:50][C:49]([I:52])=[CH:48][C:47]=1[F:53]>CO>[OH:6][C@@H:5]([CH2:7][OH:8])[CH2:4][O:3][C:41]1[C:40]([F:43])=[C:39]([F:44])[C:38]([NH:45][C:46]2[CH:51]=[CH:50][C:49]([I:52])=[CH:48][C:47]=2[F:53])=[C:37]([CH:42]=1)[C:36]([NH2:35])=[O:54]. Reported procedure: Prepared from (S)-O-(2,2-dimethyl-[1,3]dioxolan-4-ylmethyl)-hydroxylamine and 3,4-difluoro-2-(2-fluoro-4-iodo-phenylamino)-benzoic acid by the procedure described above for N-[(R)-2,3-dihydroxy-propoxy]-3,4-difluoro-2-(2-fluoro-4-iodo-phenylamino)-benzamide: m.p. 116-118° C. (Form II of Compound C); and m.p. 116-118° C. (Form I of Compound C); [α]=+1.77° (c=1.13, methanol). Analysis: Calcd. For: C16H14F3I1N2O4: C, 39.85; H, 2.93; N, 5.81; F, 11.82, I, 26.32. Found: C, 40.01; H, 2.73; N, 5.84; F,... Reactants: CP1(C=CCC1)=O (1-methyl-1-oxophospholine), CP(C)=O (dimethyl phosphine oxide). Solvent: C(C=1C(C(=O)OCCCC)=CC=CC1)(=O)OCCCC (dibutyl phthalate). Yields the product CP1(C(CCC1)P(C)(C)=O)=O (1-methyl-1-oxophospholanyl dimethyl phosphine oxide). RXN SMILES: [CH3:1][P:2]1(=[O:7])[CH2:6][CH2:5][CH:4]=[CH:3]1.[CH3:8][PH:9](=[O:11])[CH3:10]>C(OCCCC)(=O)C1C(=CC=CC=1)C(OCCCC)=O>[CH3:1][P:2]1(=[O:7])[CH2:6][CH2:5][CH2:4][CH:3]1[P:9](=[O:11])([CH3:10])[CH3:8]. Procedure details: 116 g of 1-methyl-1-oxophospholine and 6 g of tert.-butyl perpivalate in dibutyl phthalate are added dropwise with stirring under an oxygen-free atmosphere to 234 g of dimethyl phosphine oxide. The reaction temperature is 75° to 80° C. The starting materials are then distilled off. The residue consists of 185 g of 1-methyl-1-oxophospholanyl dimethyl phosphine oxide. The reactants are [Al+3], C1CCOC1, COC(=O)C(C)(C)c1ccc(F)cc1, [H-], [H-], [H-], [H-], [Li+], [Na+], [OH-], O. Product: CC(C)(CO)c1ccc(F)cc1. Reaction SMILES: [Al+3:16].[CH2:23]1[O:24][CH2:25][CH2:26][CH2:27]1.[F:1][c:2]1[cH:3][cH:4][c:5]([C:8]([C:9](=[O:10])[O:11][CH3:12])([CH3:13])[CH3:14])[cH:6][cH:7]1.[H-:15].[H-:18].[H-:19].[H-:20].[Li+:17].[Na+:22].[OH-:21].[OH2:28]>>[F:1][c:2]1[cH:3][cH:4][c:5]([C:8]([CH2:9][OH:10])([CH3:13])[CH3:14])[cH:6][cH:7]1.